Dataset: the Open Reaction Database (ORD), a public repository of structured organic reaction records. Task: describe an organic reaction: reactants, conditions, products, and yield Run in FC(C(=O)O)(F)F.ClCCl (trifluoroacetic acid dichloromethane), C([O-])(O)=O.[Na+] (sodium bicarbonate). RXN SMILES: C(O[C:6]([N:8]1[CH2:12][CH2:11][CH2:10][C@H:9]1[CH2:13][N:14]([C:26]([C:28]1[CH:38]=[C:37]([O:39][CH3:40])[C:31]2[O:32][C:33]([CH3:36])([CH3:35])[O:34][C:30]=2[CH:29]=1)=[O:27])[CH2:15][C:16]1[CH:25]=[N:24][C:23]2[C:18](=[CH:19][CH:20]=[CH:21][CH:22]=2)[N:17]=1)=O)(C)(C)C.ClCCl.[C:44]1(=O)[CH2:47]C[CH2:45]1.C(O[BH-](OC(=O)C)OC(=O)C)(=O)C.[Na+]>FC(F)(F)C(O)=O.ClCCl.C(=O)(O)[O-].[Na+]>[CH:6]1([N:8]2[CH2:12][CH2:11][CH2:10][C@H:9]2[CH2:13][N:14]([CH2:15][C:16]2[CH:25]=[N:24][C:23]3[C:18](=[CH:19][CH:20]=[CH:21][CH:22]=3)[N:17]=2)[C:26]([C:28]2[CH:38]=[C:37]([O:39][CH3:40])[C:31]3[O:32][C:33]([CH3:35])([CH3:36])[O:34][C:30]=3[CH:29]=2)=[O:27])[CH2:47][CH2:44][CH2:45]1 |f:3.4,5.6,7.8|. The reactants are crude material, C(C)(C)(C)OC(=O)N1[C@@H](CCC1)CN(CC1=NC2=CC=CC=C2N=C1)C(=O)C1=CC2=C(OC(O2)(C)C)C(=C1)OC ((S)-2-{[(7-methoxy-2,2-dimethyl-benzo[1,3]dioxole-5-carbonyl)-quinoxalin-2-ylmethyl-amino]-methyl}-pyrrolidine-1-carboxylic acid tert-butyl ester), ClCCl (dichloromethane), C1(CCC1)=O (cyclobutanone), C(C)(=O)O[BH-](OC(C)=O)OC(C)=O.[Na+] (sodium triacetoxyborohydride). Procedure details: 73 mg of (S)-2-{[(7-methoxy-2,2-dimethyl-benzo[1,3]dioxole-5-carbonyl)-quinoxalin-2-ylmethyl-amino]-methyl}-pyrrolidine-1-carboxylic acid tert-butyl ester were dissolved in 3 mL 10% trifluoroacetic acid/dichloromethane and neutralized with aqueous sodium bicarbonate after 2 hours. The crude material was submitted to reductive amination reaction in dichloromethane using 53 mg (0.67 mmol) of cyclobutanone and 0.14 g (0.67 mmol) sodium triacetoxyborohydride. After overnight the reaction was quenche... Yields the product C1(CCC1)N1[C@@H](CCC1)CN(C(=O)C1=CC2=C(OC(O2)(C)C)C(=C1)OC)CC1=NC2=CC=CC=C2N=C1 (7-Methoxy-2,2-dimethyl-benzo[1,3]dioxole-5-carboxylic acid ((S)-1-cyclobutyl-pyrrolidin-2-ylmethyl)-quinoxalin-2-ylmethyl-amide).